This data is from the Open Reaction Database (ORD), a public repository of structured organic reaction records. The task is: describe an organic reaction: reactants, conditions, products, and yield The reactants are C(=O)(OC)C1C(CCC(C1)(C1=CC(=C(C=C1)OC)OCC1CC1)C#N)=O (2-carbomethoxy-4-cyano-4-(3-cyclopropylmethoxy-4-methoxyphenyl)cyclohexan-1-one), [H-].[Na+] (sodium hydride), ClCOC (Chloromethylmethyl ether). Run in CN(P(N(C)C)(N(C)C)=O)C (hexamethylphosphoric triamide). Run at time 4.5 hour. Yields the product C(=O)(OC)C1=C(CCC(C1)(C1=CC(=C(C=C1)OC)OCC1CC1)C#N)OCOC (2-Carbomethoxy-4-cyano-4-(3-cyclopropylmethoxy-4-methoxyphenyl)-1-(methoxymethyloxy)cyclohex-1-ene). Isolated yield 44.5%. As a reaction SMILES: [C:1]([CH:5]1[CH2:10][C:9]([C:24]#[N:25])([C:11]2[CH:16]=[CH:15][C:14]([O:17][CH3:18])=[C:13]([O:19][CH2:20][CH:21]3[CH2:23][CH2:22]3)[CH:12]=2)[CH2:8][CH2:7][C:6]1=[O:26])([O:3][CH3:4])=[O:2].[H-].[Na+].Cl[CH2:30][O:31][CH3:32]>CN(C)P(=O)(N(C)C)N(C)C>[C:1]([C:5]1[CH2:10][C:9]([C:24]#[N:25])([C:11]2[CH:16]=[CH:15][C:14]([O:17][CH3:18])=[C:13]([O:19][CH2:20][CH:21]3[CH2:23][CH2:22]3)[CH:12]=2)[CH2:8][CH2:7][C:6]=1[O:26][CH2:30][O:31][CH3:32])([O:3][CH3:4])=[O:2] |f:1.2|. Reported procedure: A solution of 2-carbomethoxy-4-cyano-4-(3-cyclopropylmethoxy-4-methoxyphenyl)cyclohexan-1-one (1.0 g, 2.8 mmol) and sodium hydride (80% dispersion in mineral oil, 0.09 g, 3.1 mmol) in dry hexamethylphosphoric triamide (8 mL) was stirred under an argon atmosphere at room temperature for 0.5 h. Chloromethylmethyl ether (0.26 mL, 3.4 mmol) was added and stirring was continued for 4.5 h. The mixture was partitioned between ethyl acetate and saturated aqueous sodium bicarbonate, was extracted three t... The reactants are C(CCC)[Li] (n-butyllithium), ICCCC (iodobutane), C1(=CC=CC=C1)N1NC=2CNC=3C=CC=CC3C2C1=O (2-phenyl-2,5-dihydro-4H-pyrazolo[3,4-c]quinoline-one), N,N,N′N′-tetramethylethylenediamine, O1CCCC1 (tetrahydrofuran). Solvent: hexanes. Reaction conditions: temperature 0 celsius, time 5 minute. Product: C(CCC)C=1N(N=C2C(NC=3C=CC=CC3C21)=O)C2=CC=CC=C2 (1-butyl-2-phenyl-2,5-dihydro-4H-pyrazolo[3,4-c]quinolin-4-one). As a reaction SMILES: [C:1]1([N:7]2[C:19](=O)[C:18]3[C:17]4[CH:16]=[CH:15][CH:14]=[CH:13][C:12]=4[NH:11][CH2:10][C:9]=3[NH:8]2)[CH:6]=[CH:5][CH:4]=[CH:3][CH:2]=1.[CH2:21]([Li])[CH2:22][CH2:23][CH3:24].ICCCC.[O:31]1CCCC1>>[CH2:21]([C:19]1[N:7]([C:1]2[CH:6]=[CH:5][CH:4]=[CH:3][CH:2]=2)[N:8]=[C:9]2[C:18]=1[C:17]1[CH:16]=[CH:15][CH:14]=[CH:13][C:12]=1[NH:11][C:10]2=[O:31])[CH2:22][CH2:23][CH3:24]. Procedure: Under a nitrogen atmosphere, a mixture of 2-phenyl-2,5-dihydro-4H-pyrazolo[3,4-c]quinoline-one (3.0 g, 11.5 mmol), N,N,N′N′-tetramethylethylenediamine (7.7 mL), and tetrahydrofuran (128 mL) was chilled to 0° C. A solution of n-butyllithium in hexanes (12 mL of 2.86 M) was added dropwise. After the addition was complete the reaction mixture was stirred for 5 minutes at 0° C. and then cooled to −78° C. To the cooled solution was added iodobutane (3.9 mL, 34.5 mmol). The reaction mixture was warmed... Reactants: C(C)OC(CCN1N=CN=C1)=O (Ethyl-3-(1H-1,2,4-triazol-1-yl)propanoate), [H-].[H-].[H-].[H-].[Li+].[Al+3] (LiAlH4), CO.O (methanol water). Run in CCOCC (ether). The product is N1(N=CN=C1)CCCO (3-(1H-1,2,4-triazol-1-yl)-1-propanol). RXN SMILES: C([O:3][C:4](=O)[CH2:5][CH2:6][N:7]1[CH:11]=[N:10][CH:9]=[N:8]1)C.[H-].[H-].[H-].[H-].[Li+].[Al+3].CO.O>CCOCC>[N:7]1([CH2:6][CH2:5][CH2:4][OH:3])[CH:11]=[N:10][CH:9]=[N:8]1 |f:1.2.3.4.5.6,7.8|. Procedure: To a solution of Ethyl-3-(1H-1,2,4-triazol-1-yl)propanoate (2.95 g, 17.5 mmol) in ether (90 ml), LiAlH4 (0.66 g, 17.5 mmol) was added. After heating to reflux for 60 h, 10 ml of 50%-methanol-water was added. The reaction mixture was filtered and the filter washed with 100 ml of methanol and twice with 100 ml of hot water. After evaporation the title product was obtained after purification using preparative HPLC. The reactants are CC(=O)O, CC1=NCC2CN=C(c3ccccc3F)c3cc(Cl)ccc3N12, [H][H], O, O=[Pt]. Yields the product CC1=NCC2CNC(c3ccccc3F)c3cc(Cl)ccc3N12. As a reaction SMILES: [CH3:24][C:25](=[O:26])[OH:27].[Cl:1][c:2]1[cH:3][cH:4][c:5]2[c:6]([cH:23]1)[C:7]([c:16]1[c:17]([F:22])[cH:18][cH:19][cH:20][cH:21]1)=[N:8][CH2:9][CH:10]1[N:11]2[C:12]([CH3:15])=[N:13][CH2:14]1.[H:28][H:29].[OH2:32].[Pt:30]=[O:31]>>[Cl:1][c:2]1[cH:3][cH:4][c:5]2[c:6]([cH:23]1)[CH:7]([c:16]1[c:17]([F:22])[cH:18][cH:19][cH:20][cH:21]1)[NH:8][CH2:9][CH:10]1[N:11]2[C:12]([CH3:15])=[N:13][CH2:14]1. The reactants are C1(=CC=CC=C1)C1=CC(=NN1C1=CC=C(C=C1)CCO)C(F)(F)F (2-{4-[5-Phenyl-3-(trifluoromethyl)-1H-pyrazol-1-yl]phenyl}ethanol), C1(=CC=C(C=C1)S(=O)(=O)N=C=O)C (p-toluenesulfonyl isocyanate). The solvent is ClCCl (dichloromethane). Run at time 30 minute. Product: CC1=CC=C(C=C1)S(=O)(=O)NC(OCCC1=CC=C(C=C1)N1N=C(C=C1C1=CC=CC=C1)C(F)(F)F)=O (2-{4-[5-Phenyl-3-(trifluoromethyl)-1H-pyrazol-1-yl]phenyl}ethyl (4-methylphenyl)sulfonylcarbamate). Yield: 72.4%. RXN SMILES: [C:1]1([C:7]2[N:11]([C:12]3[CH:17]=[CH:16][C:15]([CH2:18][CH2:19][OH:20])=[CH:14][CH:13]=3)[N:10]=[C:9]([C:21]([F:24])([F:23])[F:22])[CH:8]=2)[CH:6]=[CH:5][CH:4]=[CH:3][CH:2]=1.[C:25]1([CH3:37])[CH:30]=[CH:29][C:28]([S:31]([N:34]=[C:35]=[O:36])(=[O:33])=[O:32])=[CH:27][CH:26]=1>ClCCl>[CH3:37][C:25]1[CH:30]=[CH:29][C:28]([S:31]([NH:34][C:35](=[O:36])[O:20][CH2:19][CH2:18][C:15]2[CH:16]=[CH:17][C:12]([N:11]3[C:7]([C:1]4[CH:2]=[CH:3][CH:4]=[CH:5][CH:6]=4)=[CH:8][C:9]([C:21]([F:23])([F:24])[F:22])=[N:10]3)=[CH:13][CH:14]=2)(=[O:33])=[O:32])=[CH:27][CH:26]=1. Reported procedure: To a solution of 2-{4-[5-phenyl-3-(trifluoromethyl)-1H-pyrazol-1-yl]phenyl}ethanol (step 1, 158 mg, 0.48 mmol) in dichloromethane (10 ml) was added p-toluenesulfonyl isocyanate (114 mg, 0.58 mmol). The resulting mixture was stirred at room temperature for 30 min. The reaction mixture washed with water and the organic phase was dried (Na2SO4). After removal of the solvent, the crude product was purified by TLC with toluene/ethanol (10:1) to afford 184 mg (73%) of the title compound as yellow soli... Starting materials: C1(CC1)CN1C(=NC=C1)CO (1-cyclopropylmethyl-2-hydroxymethylimidazole), S(=O)(Cl)Cl (thionyl chloride). Reaction conditions: temperature 90 celsius. The product is Cl.ClCC=1N(C=CN1)CC1CC1 (2-chloromethyl-1-cyclopropylmethylimidazole hydrochloride). Reaction SMILES: [CH:1]1([CH2:4][N:5]2[CH:9]=[CH:8][N:7]=[C:6]2[CH2:10]O)[CH2:3][CH2:2]1.S(Cl)([Cl:14])=O>>[ClH:14].[Cl:14][CH2:10][C:6]1[N:5]([CH2:4][CH:1]2[CH2:3][CH2:2]2)[CH:9]=[CH:8][N:7]=1 |f:2.3|. Reported procedure: To 1-cyclopropylmethyl-2-hydroxymethylimidazole (2.50 g) was added thionyl chloride (25 ml) at 0° C., and the mixture was heated for 30 minutes under nitrogen atmosphere at 90° C. The mixture was allowed to be at room temperature, the solvent was distilled off under reduced pressure and the obtained solid was washed with ethyl acetate, to give 2-chloromethyl-1-cyclopropylmethylimidazole hydrochloride. (2.96 g) as brown crystals. Starting materials: ClC1=C(C=CC(=C1)Cl)[C@@H]1CC=CC[C@H]1N (trans-6-(2,4-dichlorophenyl)cyclohex-3-en-1-amine). Reagents/catalysts: Cl (HCl), [Pd] (palladium on carbon). Solvent: CO (methanol). Yields the product ClC1=C(C=CC(=C1)Cl)[C@@H]1CCCC[C@H]1N (trans-6-(2,4-dichlorophenyl)cyclohexane-1-amine). As a reaction SMILES: [Cl:1][C:2]1[CH:7]=[C:6]([Cl:8])[CH:5]=[CH:4][C:3]=1[C@H:9]1[C@H:14]([NH2:15])[CH2:13][CH:12]=[CH:11][CH2:10]1>CO.Cl.[Pd]>[Cl:1][C:2]1[CH:7]=[C:6]([Cl:8])[CH:5]=[CH:4][C:3]=1[C@H:9]1[C@H:14]([NH2:15])[CH2:13][CH2:12][CH2:11][CH2:10]1. Procedure details: To a solution of Example 2B (100 mg, 0.041 mmol) in 1:1 in methanol (2 mL), two drops of concentrated HCl and 10% palladium on carbon (10 mg) were added. The solution was purged with nitrogen and subjected to an atmosphere of H2 over a twelve hour period. The solution was filtered through Celite and concentrated to give the title compound. 1H NMR (300 MHz, C5D5N) δ ppm 7.26 (s, 1H), 7.17-7.19 (m, 2H), 3.96-3.99 (m, 1H), 3.65-3.69 (m, 1H), 2.94-2.96 (m, 1H), 2.06-2.08 (m, 1H), 1.80-1.83 (m, 1H), ...